This data is from the Open Reaction Database (ORD), a public repository of structured organic reaction records. The task is: describe an organic reaction: reactants, conditions, products, and yield The reactants are BrCC1CCCCC1, CCO, CCN(C(C)C)C(C)C, c1ccc2ncc(Nc3ncnc4c3CCNC4)cc2c1. Product: c1ccc2ncc(Nc3ncnc4c3CCN(CC3CCCCC3)C4)cc2c1. Reaction SMILES: [Br:31][CH2:32][CH:33]1[CH2:34][CH2:35][CH2:36][CH2:37][CH2:38]1.[CH3:39][CH2:40][OH:41].[CH:1]([N:2]([CH:3]([CH3:4])[CH3:5])[CH2:6][CH3:7])([CH3:8])[CH3:9].[n:10]1[cH:11][c:12]([NH:20][c:21]2[c:22]3[c:23]([n:24][cH:25][n:26]2)[CH2:27][NH:28][CH2:29][CH2:30]3)[cH:13][c:14]2[cH:15][cH:16][cH:17][cH:18][c:19]12>>[n:10]1[cH:11][c:12]([NH:20][c:21]2[c:22]3[c:23]([n:24][cH:25][n:26]2)[CH2:27][N:28]([CH2:32][CH:33]2[CH2:34][CH2:35][CH2:36][CH2:37][CH2:38]2)[CH2:29][CH2:30]3)[cH:13][c:14]2[cH:15][cH:16][cH:17][cH:18][c:19]12. Starting materials: C1(CCC1)COC1=C2C=C(NC2=CC=C1)C(=O)O (4-Cyclobutylmethoxy-1H-indole-2-carboxylic acid), COC=1C=C(C=CC1)CCO (2-(3-methoxy-phenyl)-ethanol), C(C)OC(=O)C=1NC2=CC=CC(=C2C1)O (4-hydroxy-1H-indole-2-carboxylic acid ethyl ester). Product: COC=1C=C(C=CC1)CCOC1=C2C=C(NC2=CC=C1)C(=O)O (4-[2-(3-methoxy-phenyl)-ethoxy]-1H-indole-2-carboxylic acid). RXN SMILES: [CH:1]1([CH2:5][O:6][C:7]2[CH:15]=[CH:14][CH:13]=[C:12]3[C:8]=2[CH:9]=[C:10]([C:16]([OH:18])=[O:17])[NH:11]3)[CH2:4][CH2:3][CH2:2]1.[CH3:19][O:20][C:21]1[CH:22]=C(CCO)C=C[CH:26]=1.C(OC(C1NC2C(C=1)=C(O)C=CC=2)=O)C>>[CH3:19][O:20][C:21]1[CH:26]=[C:4]([CH2:1][CH2:5][O:6][C:7]2[CH:15]=[CH:14][CH:13]=[C:12]3[C:8]=2[CH:9]=[C:10]([C:16]([OH:18])=[O:17])[NH:11]3)[CH:3]=[CH:2][CH:22]=1. Procedure: 4-[2-(3-Methoxy-phenyl)-ethoxy]-1H-indole-2-carboxylic acid (16k) is synthesized analogous to 16a from 2-(3-methoxy-phenyl)-ethanol and 4-hydroxy-1H-indole-2-carboxylic acid ethyl ester.